From a dataset of the Open Reaction Database (ORD), a public repository of structured organic reaction records. describe an organic reaction: reactants, conditions, products, and yield Reactants: COC(=O)C1CC(S(=O)(=O)c2ccccc2)CN1c1cc(C)nn1-c1ccc(C(F)(F)F)cc1, [Li+], [OH-]. Product: Cc1cc(N2CC(S(=O)(=O)c3ccccc3)CC2C(=O)O)n(-c2ccc(C(F)(F)F)cc2)n1. As a reaction SMILES: [CH3:1][O:2][C:3](=[O:4])[CH:5]1[N:6]([c:19]2[n:20](-[c:25]3[cH:26][cH:27][c:28]([C:31]([F:32])([F:33])[F:34])[cH:29][cH:30]3)[n:21][c:22]([CH3:24])[cH:23]2)[CH2:7][CH:8]([S:10](=[O:11])(=[O:12])[c:13]2[cH:14][cH:15][cH:16][cH:17][cH:18]2)[CH2:9]1.[Li+:35].[OH-:36]>>[O:2]=[C:3]([OH:4])[CH:5]1[N:6]([c:19]2[n:20](-[c:25]3[cH:26][cH:27][c:28]([C:31]([F:32])([F:33])[F:34])[cH:29][cH:30]3)[n:21][c:22]([CH3:24])[cH:23]2)[CH2:7][CH:8]([S:10](=[O:11])(=[O:12])[c:13]2[cH:14][cH:15][cH:16][cH:17][cH:18]2)[CH2:9]1. Starting materials: C1(CCCCC1)CBr (Cyclohexylmethyl bromide), [N-]=[N+]=[N-].[Na+] (sodium azide), CS(=O)C (DMSO). Conditions: time 21 hour. The product is C1(CCCCC1)CN=[N+]=[N-] (Cyclohexylmethyl azide), crude oil. RXN SMILES: [CH:1]1([CH2:7]Br)[CH2:6][CH2:5][CH2:4][CH2:3][CH2:2]1.[N-:9]=[N+:10]=[N-:11].[Na+].CS(C)=O>>[CH:1]1([CH2:7][N:9]=[N+:10]=[N-:11])[CH2:6][CH2:5][CH2:4][CH2:3][CH2:2]1 |f:1.2|. Procedure details: Cyclohexylmethyl bromide (200 mg, 1.13 mmol) was added to a stirred solution of 0.5 M sodium azide in DMSO (2.48 mL, 1.24 mmol) at room temperature, under an atmosphere of nitrogen. After 21 h, the reaction was quenched by the addition of water (5 mL) and extracted with diethyl ether (3×4 mL). The combined organic layers were washed with brine (5 mL), dried (MgSO4), filtered and concentrated in vacuo to afford the title compound as a crude oil (136 mg) which was used without further purification...